From a dataset of the Open Reaction Database (ORD), a public repository of structured organic reaction records. describe an organic reaction: reactants, conditions, products, and yield Starting materials: FC1=C(CN2N=C(C=3C2=NC=CC3)C(=N)N)C=CC=C1 (1-(2-fluorobenzyl)-1H-pyrazolo[3,4-b]pyridine-3-carboxamidine), C(C(=O)C(F)(F)F)C(=O)C(F)(F)F (1,1,1,5,5,5-hexafluoroacetylacetone). The product is FC(C1=NC(=NC(=C1)C(F)(F)F)C1=NN(C2=NC=CC=C21)CC2=C(C=CC=C2)F)(F)F (3-(4,6-bis(Trifluoromethyl)-pyrimidin-2-yl)-1-(2-fluorobenzyl)1H-pyrazolo[3,4-b]pyridine). As a reaction SMILES: [F:1][C:2]1[CH:20]=[CH:19][CH:18]=[CH:17][C:3]=1[CH2:4][N:5]1[C:9]2=[N:10][CH:11]=[CH:12][CH:13]=[C:8]2[C:7]([C:14]([NH2:16])=[NH:15])=[N:6]1.[CH2:21]([C:28]([C:30]([F:33])([F:32])[F:31])=O)[C:22]([C:24]([F:27])([F:26])[F:25])=O>>[F:25][C:24]([F:26])([F:27])[C:22]1[CH:21]=[C:28]([C:30]([F:31])([F:32])[F:33])[N:16]=[C:14]([C:7]2[C:8]3[C:9](=[N:10][CH:11]=[CH:12][CH:13]=3)[N:5]([CH2:4][C:3]3[CH:17]=[CH:18][CH:19]=[CH:20][C:2]=3[F:1])[N:6]=2)[N:15]=1. Procedure details: At 110° C., 50 mg (19 mmol) of 1-(2-fluorobenzyl)-1H-pyrazolo[3,4-b]pyridine-3-carboxamidine from Example 25A and 42 mg (20 mmol) of 1,1,1,5,5,5-hexafluoroacetylacetone are heated for 5 h. Chromatography gives 33 mg (40.3% of theory) of the title compound. Starting materials: C1COCCN1, O=C(Cc1cccc(Cl)c1)c1c[nH]c(C(=O)C(Cl)(Cl)Cl)c1, CN(C)C=O. Product: O=C(Cc1cccc(Cl)c1)c1c[nH]c(C(=O)N2CCOCC2)c1. Reaction SMILES: [CH2:22]1[CH2:23][O:24][CH2:25][CH2:26][NH:27]1.[Cl:1][C:2]([C:3](=[O:4])[c:5]1[nH:6][cH:7][c:8]([C:10]([CH2:11][c:12]2[cH:13][c:14]([Cl:18])[cH:15][cH:16][cH:17]2)=[O:19])[cH:9]1)([Cl:20])[Cl:21].[O:28]=[CH:29][N:30]([CH3:31])[CH3:32]>>[C:3](=[O:4])([c:5]1[nH:6][cH:7][c:8]([C:10]([CH2:11][c:12]2[cH:13][c:14]([Cl:18])[cH:15][cH:16][cH:17]2)=[O:19])[cH:9]1)[N:27]1[CH2:22][CH2:23][O:24][CH2:25][CH2:26]1. Starting materials: CC(C)(C)c1ccc(-c2cc(Nc3ccc4c(c3)OCCO4)nc(S(C)(=O)=O)n2)cc1, C[O-], CO, [Na+]. The product is COc1nc(Nc2ccc3c(c2)OCCO3)cc(-c2ccc(C(C)(C)C)cc2)n1. As a reaction SMILES: [C:1]([CH3:2])([CH3:3])([CH3:4])[c:5]1[cH:6][cH:7][c:8](-[c:11]2[cH:12][c:13]([NH:21][c:22]3[cH:23][c:24]4[c:25]([cH:30][cH:31]3)[O:26][CH2:27][CH2:28][O:29]4)[n:14][c:15]([S:17]([CH3:18])(=[O:19])=[O:20])[n:16]2)[cH:9][cH:10]1.[CH3:32][O-:33].[CH3:35][OH:36].[Na+:34]>>[C:1]([CH3:2])([CH3:3])([CH3:4])[c:5]1[cH:6][cH:7][c:8](-[c:11]2[cH:12][c:13]([NH:21][c:22]3[cH:23][c:24]4[c:25]([cH:30][cH:31]3)[O:26][CH2:27][CH2:28][O:29]4)[n:14][c:15]([O:33][CH3:32])[n:16]2)[cH:9][cH:10]1. Reactants: CC(C)(C)c1ccc(C=O)cc1, Brc1ccccc1OCc1ccccc1, C1CCOC1, [Li]CCCC, CCCCCC, O. Product: CC(C)(C)c1ccc(C(O)c2ccccc2OCc2ccccc2)cc1. As a reaction SMILES: [C:27]([CH3:28])([CH3:29])([CH3:30])[c:31]1[cH:32][cH:33][c:34]([CH:35]=[O:36])[cH:37][cH:38]1.[CH2:12]([c:13]1[cH:14][cH:15][cH:16][cH:17][cH:18]1)[O:19][c:20]1[c:21]([Br:26])[cH:22][cH:23][cH:24][cH:25]1.[CH2:40]1[O:41][CH2:42][CH2:43][CH2:44]1.[CH2:7]([Li:8])[CH2:9][CH2:10][CH3:11].[CH3:1][CH2:2][CH2:3][CH2:4][CH2:5][CH3:6].[OH2:39]>>[CH2:12]([c:13]1[cH:14][cH:15][cH:16][cH:17][cH:18]1)[O:19][c:20]1[c:21]([CH:35]([c:34]2[cH:33][cH:32][c:31]([C:27]([CH3:28])([CH3:29])[CH3:30])[cH:38][cH:37]2)[OH:36])[cH:22][cH:23][cH:24][cH:25]1.